Dataset: the Open Reaction Database (ORD), a public repository of structured organic reaction records. Task: describe an organic reaction: reactants, conditions, products, and yield Reactants: COc1cccc(Br)c1, O, O=[N+]([O-])O, O=S(=O)(O)O. Product: COc1ccc([N+](=O)[O-])c(Br)c1. RXN SMILES: [CH3:10][O:11][c:12]1[cH:13][c:14]([Br:18])[cH:15][cH:16][cH:17]1.[OH2:19].[OH:1][N+:2]([O-:3])=[O:4].[S:5](=[O:6])(=[O:7])([OH:8])[OH:9]>>[O-:1][N+:2](=[O:4])[c:15]1[c:14]([Br:18])[cH:13][c:12]([O:11][CH3:10])[cH:17][cH:16]1. The reactants are COc1cccc(CC(=O)Cl)c1, COc1ccc(N)cn1. Yields the product COc1cccc(CC(=O)Nc2ccc(OC)nc2)c1. Reaction SMILES: [CH3:1][O:2][c:3]1[cH:4][c:5]([CH2:9][C:10](=[O:11])[Cl:12])[cH:6][cH:7][cH:8]1.[NH2:13][c:14]1[cH:15][cH:16][c:17]([O:20][CH3:21])[n:18][cH:19]1>>[CH3:1][O:2][c:3]1[cH:4][c:5]([CH2:9][C:10](=[O:11])[NH:13][c:14]2[cH:15][cH:16][c:17]([O:20][CH3:21])[n:18][cH:19]2)[cH:6][cH:7][cH:8]1. Reactants: [Br-].N[N+]1=C(N(C=C1)CC(C(C)(C)C)=O)CC (1-amino-2-ethyl-3-(3,3-dimethyl-2-oxobutyl)imidazolium bromide), CN(C1=CC=C(C=O)C=C1)C (p-dimethylaminobenzaldehyde). The solvent is C(C)(=O)O (acetic acid). Run at time 48 hour. Yields the product [Br-].CN(C1=CC=C(C=N[N+]2=C(N(C=C2)CC(C(C)(C)C)=O)CC)C=C1)C (1-[[4-(dimethylamino)benzylidene]amino]-2-ethyl-3-(pivaloylmethyl)imidazolium bromide). RXN SMILES: [Br-:1].[NH2:2][N+:3]1[CH:7]=[CH:6][N:5]([CH2:8][C:9](=[O:14])[C:10]([CH3:13])([CH3:12])[CH3:11])[C:4]=1[CH2:15][CH3:16].[CH3:17][N:18]([CH3:27])[C:19]1[CH:26]=[CH:25][C:22]([CH:23]=O)=[CH:21][CH:20]=1>C(O)(=O)C>[Br-:1].[CH3:17][N:18]([CH3:27])[C:19]1[CH:26]=[CH:25][C:22]([CH:23]=[N:2][N+:3]2[CH:7]=[CH:6][N:5]([CH2:8][C:9](=[O:14])[C:10]([CH3:11])([CH3:12])[CH3:13])[C:4]=2[CH2:15][CH3:16])=[CH:21][CH:20]=1 |f:0.1,4.5|. Procedure details: 2.38 g (8.2 mmol) of 1-amino-2-ethyl-3-(3,3-dimethyl-2-oxobutyl)imidazolium bromide are dissolved in 30 ml of glacial acetic acid, whereupon the solution is treated with 1.22 g (8.2 mmol) of p-dimethylaminobenzaldehyde. After stirring at room temperature 48 hours the product is recrystallized by the addition of ether, chromatographed on 20 g of silica gel (particle size 0.063-0.200 mm) while eluting with methylene chloride/methanol (19:1 v/v) and recrystallized from ethanol/ether. There is obtai... Starting materials: N1=C(NC2=C1C=CC=C2)SC(CC(=O)O)C2=NC=CC=C2 (3-(2-Benzimidazolylthio)-3-(2-pyridyl)propionic acid), C1(CCCCC1)N=C=NC1CCCCC1 (N,N'-Dicyclohexylcarbodiimide). Run in ClCCl (dichloromethane). Conditions: temperature 0 celsius. Yields the product N1=C(C=CC=C1)C1CC(N2C(=NC3=C2C=CC=C3)S1)=O (2,3 dihydro-2-(2-pyridyl)-[1,3]-thiazino[3,2-a]benzimidazol-4-one). The yield is 51.8%. As a reaction SMILES: [N:1]1[C:5]2[CH:6]=[CH:7][CH:8]=[CH:9][C:4]=2[NH:3][C:2]=1[S:10][CH:11]([C:16]1[CH:21]=[CH:20][CH:19]=[CH:18][N:17]=1)[CH2:12][C:13](O)=[O:14].C1(N=C=NC2CCCCC2)CCCCC1>ClCCl>[N:17]1[CH:18]=[CH:19][CH:20]=[CH:21][C:16]=1[CH:11]1[S:10][C:2]2=[N:3][C:4]3[CH:9]=[CH:8][CH:7]=[CH:6][C:5]=3[N:1]2[C:13](=[O:14])[CH2:12]1. Reported procedure: 3-(2-Benzimidazolylthio)-3-(2-pyridyl)propionic acid (3.7 g) was suspended in dichloromethane (100 ml) and was cooled to 0° C. N,N'-Dicyclohexylcarbodiimide (2.55 g) was added and the mixture was left to stir until t.l.c. showed no starting material. The solvent was removed under reduced pressure and the residue suspended in acetone and filtered. The solvent was removed under reduced pressure and the residue was dissolved in chloroform. The organic solution was washed with dilute sodium hydrogen... The reactants are COC1=CC=C(C=C1)S(=O)(=O)N[C@H](C(C)C)C(=O)O (N-[4-methoxybenzenesulfonyl]-(D)-valine), S(=O)(Cl)Cl (thionyl chloride), CCCCCCC (heptane). The solvent is C(C)(=O)OCC (ethyl acetate), CO (methanol). Reaction conditions: temperature 5 celsius, time 3 hour. The product is COC1=CC=C(C=C1)S(=O)(=O)N[C@@H](C(=O)OC)C(C)C (methyl 2(R)-[[4-methoxybenzenesulfonyl]amino]-3-methylbutanoate). Reaction SMILES: [CH3:1][O:2][C:3]1[CH:8]=[CH:7][C:6]([S:9]([NH:12][C@@H:13]([C:17]([OH:19])=[O:18])[CH:14]([CH3:16])[CH3:15])(=[O:11])=[O:10])=[CH:5][CH:4]=1.S(Cl)(Cl)=O.[CH3:24]CCCCCC>CO.C(OCC)(=O)C>[CH3:1][O:2][C:3]1[CH:8]=[CH:7][C:6]([S:9]([NH:12][C@H:13]([CH:14]([CH3:16])[CH3:15])[C:17]([O:19][CH3:24])=[O:18])(=[O:11])=[O:10])=[CH:5][CH:4]=1. Procedure details: To a solution of N-[4-methoxybenzenesulfonyl]-(D)-valine (8369 g, 29.13 mol) in methanol (30 L) at 5° C. is added thionyl chloride (2176 mL, 29.7 mol) over 2.5 hours. After stirring for 3 hours at 5° C., the reaction is stirred for 36 hours at room temperature. Most of the solvent is evaporated, and the crude product is dissolved in toluene (80 L). The toluene layer is then washed with water (20 L), saturated sodium bicarbonate (20 L), water again (20 L), 2N hydrochloric acid (20 L), brine (20 L... The reactants are polyphosphoric acid, FC=1C=C(C(=O)O)C=CC1 (3-fluorobenzoic acid), NC1=CC=CC=C1 (aniline). Reaction conditions: time 1 hour. The product is NC1=CC=C(C(=O)C2=CC(=CC=C2)F)C=C1 (4-amino-3'-fluorobenzophenone). Yield: 299.2%. As a reaction SMILES: [F:1][C:2]1[CH:3]=[C:4]([CH:8]=[CH:9][CH:10]=1)[C:5]([OH:7])=O.[NH2:11][C:12]1[CH:17]=[CH:16][CH:15]=[CH:14][CH:13]=1>>[NH2:11][C:12]1[CH:17]=[CH:16][C:15]([C:5]([C:4]2[CH:8]=[CH:9][CH:10]=[C:2]([F:1])[CH:3]=2)=[O:7])=[CH:14][CH:13]=1. Procedure: To stirred 90° C. polyphosphoric acid (150 g) was added 10.72 g (7.65 mmol) of 3-fluorobenzoic acid and 6.98 g (7.5 mmol) of aniline and the bath temperature raised to 180°-190° C. and held there for 1 hour. A solution was obtained at about 130° C. The heating bath was removed and the stirred mixture (sublimate above the solution) was treated cautiously with 60 mL of water. The mixture was stirred at 140°-155° C. for 1 hour, the heating bath removed, 50 mL of 3N HCl added, the mixture poured int... Starting materials: C(C1=CC=CC=C1)N1[C@@H]([C@H](C[C@@H](C1)OC(C)OCC)C(=O)OC)C(=O)OCC1=CC=CC=C1 (2-benzyl 3-methyl(2S,3S,5S)-1-benzyl-5-(1-ethoxyethoxy)piperidine-2,3-dicarboxylate), O (water), [OH-].[Na+] (NaOH), Cl (HCl). Run in C1CCOC1 (THF), C(C)(=O)OCC (ethyl acetate). Run at time 1 hour. The product is C(C1=CC=CC=C1)N1[C@@H]([C@H](C[C@@H](C1)O)C(=O)OC)C(=O)OCC1=CC=CC=C1 (2-benzyl 3-methyl(2S,3S,5S)-1-benzyl-5-hydroxypiperidine-2,3-dicarboxylate). As a reaction SMILES: [CH2:1]([N:8]1[CH2:13][C@@H:12]([O:14]C(OCC)C)[CH2:11][C@H:10]([C:20]([O:22][CH3:23])=[O:21])[C@H:9]1[C:24]([O:26][CH2:27][C:28]1[CH:33]=[CH:32][CH:31]=[CH:30][CH:29]=1)=[O:25])[C:2]1[CH:7]=[CH:6][CH:5]=[CH:4][CH:3]=1.O.Cl.[OH-].[Na+]>C1COCC1.C(OCC)(=O)C>[CH2:1]([N:8]1[CH2:13][C@@H:12]([OH:14])[CH2:11][C@H:10]([C:20]([O:22][CH3:23])=[O:21])[C@H:9]1[C:24]([O:26][CH2:27][C:28]1[CH:29]=[CH:30][CH:31]=[CH:32][CH:33]=1)=[O:25])[C:2]1[CH:7]=[CH:6][CH:5]=[CH:4][CH:3]=1 |f:3.4|. Procedure: To a solution of 2-benzyl 3-methyl(2S,3S,5S)-1-benzyl-5-(1-ethoxyethoxy)piperidine-2,3-dicarboxylate (3.80 g, 0.00834 mol) in 67 mL of THF was added 13 mL of water followed by 13 mL of 1 N HCl. The mixture was stirred at rt for 1 h. After diluted with ethyl acetate, the mixture was neutralized with 1N NaOH, washed with brine, dried. The residue after concentration was purified on column, eluting with 0 to 50% EtOAc in hexane, to generate the corresponding alcohol compound (2.90 g, 90.6%). MS (ES... The reactants are CC(C)(C)OC(=O)NNCc1ccc(-c2ccccn2)cc1, CC(C)O, CC(C)(C)OC(=O)NC(Cc1ccccc1)C1CO1. Yields the product CC(C)(C)OC(=O)NC(Cc1ccccc1)C(O)CN(Cc1ccc(-c2ccccn2)cc1)NC(=O)OC(C)(C)C. As a reaction SMILES: [C:1]([CH3:2])([CH3:3])([CH3:4])[O:5][C:6](=[O:7])[NH:8][NH:9][CH2:10][c:11]1[cH:12][cH:13][c:14](-[c:17]2[n:18][cH:19][cH:20][cH:21][cH:22]2)[cH:15][cH:16]1.[CH3:42][CH:43]([OH:44])[CH3:45].[O:23]1[CH2:24][CH:25]1[CH:26]([CH2:27][c:28]1[cH:29][cH:30][cH:31][cH:32][cH:33]1)[NH:34][C:35](=[O:36])[O:37][C:38]([CH3:39])([CH3:40])[CH3:41]>>[C:1]([CH3:2])([CH3:3])([CH3:4])[O:5][C:6](=[O:7])[NH:8][N:9]([CH2:10][c:11]1[cH:12][cH:13][c:14](-[c:17]2[n:18][cH:19][cH:20][cH:21][cH:22]2)[cH:15][cH:16]1)[CH2:24][CH:25]([OH:23])[CH:26]([CH2:27][c:28]1[cH:29][cH:30][cH:31][cH:32][cH:33]1)[NH:34][C:35](=[O:36])[O:37][C:38]([CH3:39])([CH3:40])[CH3:41].